The task is: describe an organic reaction: reactants, conditions, products, and yield. This data is from the Open Reaction Database (ORD), a public repository of structured organic reaction records. Reactants: CCO, [Na+], [OH-], COC(=O)CNC(=O)C1c2ccccc2-c2ccccc21. The product is O=C(O)CNC(=O)C1c2ccccc2-c2ccccc21. As a reaction SMILES: [CH3:24][CH2:25][OH:26].[Na+:2].[OH-:1].[cH:3]1[cH:4][cH:5][cH:6][c:7]2[c:15]1[CH:14]([C:16](=[O:17])[NH:18][CH2:19][C:20](=[O:21])[O:22][CH3:23])[c:13]1[c:8]-2[cH:9][cH:10][cH:11][cH:12]1>>[cH:3]1[cH:4][cH:5][cH:6][c:7]2[c:15]1[CH:14]([C:16](=[O:17])[NH:18][CH2:19][C:20](=[O:21])[OH:22])[c:13]1[c:8]-2[cH:9][cH:10][cH:11][cH:12]1. Reactants: C([O-])(O)=O.[Na+] (sodium bicarbonate), C(C)(C)N(CC)C(C)C (diisopropyl ethylamine), CS(=O)(=O)Cl (methanesulfonyl chloride), Cl.C(C1=CC=CC=C1)OC=1C=C(OCC2CCNCC2)C=CC1 (4-{[3-(Benzyloxy)phenoxy]methyl}piperidine hydrochloride). The solvent is C(Cl)(Cl)Cl (chloroform). Run at time 2 hour. Yields the product C(C1=CC=CC=C1)OC=1C=C(OCC2CCN(CC2)S(=O)(=O)C)C=CC1 (4-{[3-(benzyloxy)phenoxy]methyl}-1-(methylsulfonyl)piperidine). RXN SMILES: Cl.[CH2:2]([O:9][C:10]1[CH:11]=[C:12]([CH:21]=[CH:22][CH:23]=1)[O:13][CH2:14][CH:15]1[CH2:20][CH2:19][NH:18][CH2:17][CH2:16]1)[C:3]1[CH:8]=[CH:7][CH:6]=[CH:5][CH:4]=1.C(N(C(C)C)CC)(C)C.[CH3:33][S:34](Cl)(=[O:36])=[O:35].C(=O)(O)[O-].[Na+]>C(Cl)(Cl)Cl>[CH2:2]([O:9][C:10]1[CH:11]=[C:12]([CH:21]=[CH:22][CH:23]=1)[O:13][CH2:14][CH:15]1[CH2:20][CH2:19][N:18]([S:34]([CH3:33])(=[O:36])=[O:35])[CH2:17][CH2:16]1)[C:3]1[CH:4]=[CH:5][CH:6]=[CH:7][CH:8]=1 |f:0.1,4.5|. Reported procedure: 4-{[3-(Benzyloxy)phenoxy]methyl}piperidine hydrochloride (1.5 g) was dissolved in chloroform (30 mL), and diisopropyl ethylamine (3.13 mL) and methanesulfonyl chloride (0.52 mL) were added thereto under ice-cooling, followed by stirring at room temperature for 2 hours. Saturated aqueous sodium bicarbonate solution was added to the reaction liquid, followed by extraction with chloroform. The organic layer was washed with saturated brine and then dried over anhydrous magnesium sulfate, and the sol... The reactants are CCOC(=O)N1CCC(O)C(c2ccccc2)C1, Oc1ccccc1F, CCOC(=O)N=NC(=O)OCC, c1ccc(P(c2ccccc2)c2ccccc2)cc1, c1ccccc1. Yields the product CCOC(=O)N1CCC(Oc2ccccc2F)C(c2ccccc2)C1. RXN SMILES: [CH2:1]([CH3:2])[O:3][C:4](=[O:5])[N:6]1[CH2:7][CH:8]([c:13]2[cH:14][cH:15][cH:16][cH:17][cH:18]2)[CH:9]([OH:12])[CH2:10][CH2:11]1.[F:38][c:39]1[c:40]([OH:45])[cH:41][cH:42][cH:43][cH:44]1.[O:46]=[C:47]([O:48][CH2:49][CH3:50])[N:51]=[N:52][C:53]([O:54][CH2:55][CH3:56])=[O:57].[c:19]1([P:20]([c:21]2[cH:22][cH:23][cH:24][cH:25][cH:26]2)[c:27]2[cH:28][cH:29][cH:30][cH:31][cH:32]2)[cH:33][cH:34][cH:35][cH:36][cH:37]1.[cH:58]1[cH:59][cH:60][cH:61][cH:62][cH:63]1>>[CH2:1]([CH3:2])[O:3][C:4](=[O:5])[N:6]1[CH2:7][CH:8]([c:13]2[cH:14][cH:15][cH:16][cH:17][cH:18]2)[CH:9]([O:12][c:40]2[c:39]([F:38])[cH:44][cH:43][cH:42][cH:41]2)[CH2:10][CH2:11]1. The reactants are CO, Cc1ccc(S(=O)(=O)n2cc3c4c(c(Cl)cnc42)CN(C(CC#N)C(=O)NC2CCCC2)C3=O)cc1, [Na+], [OH-]. Yields the product Cc1ccc(S(=O)(=O)n2cc(C(=O)O)c3c(CNC(CC#N)C(=O)NC4CCCC4)c(Cl)cnc32)cc1. Reaction SMILES: [CH3:39][OH:40].[Cl:1][c:2]1[cH:3][n:4][c:5]2[c:6]3[c:7]([cH:25][n:26]2[S:27](=[O:28])(=[O:29])[c:30]2[cH:31][cH:32][c:33]([CH3:34])[cH:35][cH:36]2)[C:8](=[O:24])[N:9]([CH:12]([C:13](=[O:14])[NH:15][CH:16]2[CH2:17][CH2:18][CH2:19][CH2:20]2)[CH2:21][C:22]#[N:23])[CH2:10][c:11]13.[Na+:38].[OH-:37]>>[Cl:1][c:2]1[cH:3][n:4][c:5]2[c:6]([c:7]([C:8]([OH:24])=[O:37])[cH:25][n:26]2[S:27](=[O:28])(=[O:29])[c:30]2[cH:31][cH:32][c:33]([CH3:34])[cH:35][cH:36]2)[c:11]1[CH2:10][NH:9][CH:12]([C:13](=[O:14])[NH:15][CH:16]1[CH2:17][CH2:18][CH2:19][CH2:20]1)[CH2:21][C:22]#[N:23]. Reactants: C(C1=CC=CC=C1)O (benzyl alcohol), [H-].[Na+] (sodium hydride), FC=1C=C(C=C(C1)F)CC(=O)O (3,5-Difluorophenylacetic acid). Run in CN1CCCC1=O (NMP). Run at time 20 minute. Yields the product C(C1=CC=CC=C1)OC=1C=C(C=C(C1)F)CC(=O)O ((3-Benzyloxy-5-fluoro-phenyl)-acetic acid), C(C1=CC=CC=C1)O (benzyl alcohol). Yield: 30.0%. RXN SMILES: [CH2:1]([OH:8])[C:2]1[CH:7]=[CH:6][CH:5]=[CH:4][CH:3]=1.[H-].[Na+].[F:11][C:12]1[CH:13]=[C:14]([CH2:19][C:20]([OH:22])=[O:21])[CH:15]=[C:16](F)[CH:17]=1>CN1C(=O)CCC1>[CH2:1]([O:8][C:16]1[CH:15]=[C:14]([CH2:19][C:20]([OH:22])=[O:21])[CH:13]=[C:12]([F:11])[CH:17]=1)[C:2]1[CH:7]=[CH:6][CH:5]=[CH:4][CH:3]=1.[CH2:1]([OH:8])[C:2]1[CH:7]=[CH:6][CH:5]=[CH:4][CH:3]=1 |f:1.2|. Procedure details: To benzyl alcohol (1.4 g, 12.8 mmol) in NMP (30 mL) was added sodium hydride (60% in mineral oil; 0.5 g, 12.8 mmol), and the mixture was stirred for 20 minutes. 3,5-Difluorophenylacetic acid (1.0 g, 5.8 mmol) was added, and the reaction was stirred at 100° C. for 2 hours, and then 60° C. overnight. The mixture was worked-up to give the title compound, plus ˜30% of benzyl alcohol impurity. Starting materials: BrC=1C=C2CC(CN(C2=CC1)CC=1N=CN(C1)C(C1=CC=CC=C1)(C1=CC=CC=C1)C1=CC=CC=C1)NS(=O)(=O)C (N-[6-Bromo-1,2,3,4-tetrahydro-1-[[1-(triphenylmethyl)-1H-imidazol-4-yl]methyl]-3-quinolinyl]methanesulfonamide), CN(C=O)C (dimethylformamide). Product: C(#N)C=1C=C2CC(CN(C2=CC1)CC=1N=CN(C1)C(C1=CC=CC=C1)(C1=CC=CC=C1)C1=CC=CC=C1)NS(=O)(=O)C1=CC=CC=C1 (N-[6-Cyano-1,2,3,4-tetrahydro-1-[[1-(triphenylmethyl)-1H-imidazol-4-yl]methyl]-3-quinolinyl]benzenesulfonamide), C(#N)C=1C=C2CC(CN(C2=CC1)CC=1N=CNC1)N(S(=O)(=O)C1=CC=CC=C1)CC1=CC=CC=C1 (N-[6-Cyano-1,2,3,4-tetrahydro-1-(1H-imidazol-4-ylmethyl)-3-quinolinyl]-N-(phenylmethyl)benzenesulfonamide). Yield: 75.0%. Reaction SMILES: Br[C:2]1[CH:3]=[C:4]2[C:9](=[CH:10][CH:11]=1)[N:8]([CH2:12][C:13]1[N:14]=[CH:15][N:16]([C:18]([C:31]3[CH:36]=[CH:35][CH:34]=[CH:33][CH:32]=3)([C:25]3[CH:30]=[CH:29][CH:28]=[CH:27][CH:26]=3)[C:19]3[CH:24]=[CH:23][CH:22]=[CH:21][CH:20]=3)[CH:17]=1)[CH2:7][CH:6]([NH:37][S:38]([CH3:41])(=[O:40])=[O:39])[CH2:5]2.C[N:43]([CH3:46])C=O>>[C:46]([C:2]1[CH:3]=[C:4]2[C:9](=[CH:10][CH:11]=1)[N:8]([CH2:12][C:13]1[N:14]=[CH:15][N:16]([C:18]([C:19]3[CH:24]=[CH:23][CH:22]=[CH:21][CH:20]=3)([C:25]3[CH:30]=[CH:29][CH:28]=[CH:27][CH:26]=3)[C:31]3[CH:32]=[CH:33][CH:34]=[CH:35][CH:36]=3)[CH:17]=1)[CH2:7][CH:6]([NH:37][S:38]([C:41]1[CH:4]=[CH:3][CH:2]=[CH:11][CH:10]=1)(=[O:40])=[O:39])[CH2:5]2)#[N:43].[C:46]([C:22]1[CH:23]=[C:24]2[C:19](=[CH:20][CH:21]=1)[N:8]([CH2:12][C:13]1[N:14]=[CH:15][NH:16][CH:17]=1)[CH2:7][CH:6]([N:37]([CH2:5][C:4]1[CH:9]=[CH:10][CH:11]=[CH:2][CH:3]=1)[S:38]([C:25]1[CH:30]=[CH:29][CH:28]=[CH:27][CH:26]=1)(=[O:40])=[O:39])[CH2:5]2)#[N:43]. Procedure: The title compound (2.5 g, 75%) was obtained from compound N-[6-Cyano-1,2,3,4-tetrahydro-1-(1H-imidazol-4-ylmethyl)-3-quinolinyl]-N-(phenylmethyl)benzenesulfonamide (2.68 g, 5.3 mmol) in a manner similar to the preparation of N-[6-Bromo-1,2,3,4-tetrahydro-1-[[1-(triphenylmethyl)-1H-imidazol-4-yl]methyl]-3-quinolinyl]methanesulfonamide except dimethylformamide was employed instead of acetonitrile as the solvent. The white solid was used without further purification.